Dataset: the Open Reaction Database (ORD), a public repository of structured organic reaction records. Task: describe an organic reaction: reactants, conditions, products, and yield Reactants: FC1=CC=C(CN)C=C1 (4-fluorobenzylamine), ClC=1C2=C(N=C(N1)C1=CC=NO1)SC(=C2)[N+](=O)[O-] (4-chloro-2-(isoxazol-5-yl)-6-nitro-thieno-[2,3-d]-pyrimidine). Yields the product O1N=CC=C1C=1N=C(C2=C(N1)SC(=C2)[N+](=O)[O-])NCC2=CC=C(C=C2)F (2-(isoxazol-5-yl)-4-(4-fluorobenzylamino)-6-nitro-thieno-[2,3-d]-pyrimidine). RXN SMILES: [F:1][C:2]1[CH:9]=[CH:8][C:5]([CH2:6][NH2:7])=[CH:4][CH:3]=1.Cl[C:11]1[C:12]2[CH:24]=[C:23]([N+:25]([O-:27])=[O:26])[S:22][C:13]=2[N:14]=[C:15]([C:17]2[O:21][N:20]=[CH:19][CH:18]=2)[N:16]=1>>[O:21]1[C:17]([C:15]2[N:16]=[C:11]([NH:7][CH2:6][C:5]3[CH:8]=[CH:9][C:2]([F:1])=[CH:3][CH:4]=3)[C:12]3[CH:24]=[C:23]([N+:25]([O-:27])=[O:26])[S:22][C:13]=3[N:14]=2)=[CH:18][CH:19]=[N:20]1. Procedure details: With the procedure of Example 1, the reaction of 4-fluorobenzylamine with 4-chloro-2-(isoxazol-5-yl)-6-nitro-thieno-[2,3-d]-pyrimidine yields 2-(isoxazol-5-yl)-4-(4-fluorobenzylamino)-6-nitro-thieno-[2,3-d]-pyrimidine. Product: CCOC(=O)c1cn(-c2nccc3ccccc23)cc1C(F)(F)F. Reaction SMILES: [C:26](=[O:27])([O-:28])[O-:29].[CH2:1]([CH3:2])[O:3][C:4](=[O:5])[c:6]1[cH:7][nH:8][cH:9][c:10]1[C:11]([F:12])([F:13])[F:14].[CH3:32][S:33](=[O:34])[CH3:35].[Cl:15][c:16]1[n:17][cH:18][cH:19][c:20]2[cH:21][cH:22][cH:23][cH:24][c:25]12.[K+:30].[K+:31].[OH2:36]>>[CH2:1]([CH3:2])[O:3][C:4](=[O:5])[c:6]1[cH:7][n:8](-[c:16]2[n:17][cH:18][cH:19][c:20]3[cH:21][cH:22][cH:23][cH:24][c:25]23)[cH:9][c:10]1[C:11]([F:12])([F:13])[F:14]. Starting materials: O=C([O-])[O-], CCOC(=O)c1c[nH]cc1C(F)(F)F, CS(C)=O, Clc1nccc2ccccc12, [K+], [K+], O. The reactants are O=C1CCC(=O)N1Br, Cc1ccc(C(C(=O)OC(C)(C)C)C(=O)OC(C)(C)C)cc1, O=C(OOC(=O)c1ccccc1)c1ccccc1, ClC(Cl)(Cl)Cl. Product: CC(C)(C)OC(=O)C(C(=O)OC(C)(C)C)c1ccc(CBr)cc1. Reaction SMILES: [Br:23][N:24]1[C:25](=[O:26])[CH2:27][CH2:28][C:29]1=[O:30].[C:1]([CH3:2])([CH3:3])([CH3:4])[O:5][C:6]([CH:7]([C:8](=[O:9])[O:10][C:11]([CH3:12])([CH3:13])[CH3:14])[c:15]1[cH:16][cH:17][c:18]([CH3:21])[cH:19][cH:20]1)=[O:22].[C:31]([O:32][O:33][C:34](=[O:35])[c:36]1[cH:37][cH:38][cH:39][cH:40][cH:41]1)(=[O:42])[c:43]1[cH:44][cH:45][cH:46][cH:47][cH:48]1.[Cl:49][C:50]([Cl:51])([Cl:52])[Cl:53]>>[C:1]([CH3:2])([CH3:3])([CH3:4])[O:5][C:6]([CH:7]([C:8](=[O:9])[O:10][C:11]([CH3:12])([CH3:13])[CH3:14])[c:15]1[cH:16][cH:17][c:18]([CH2:21][Br:23])[cH:19][cH:20]1)=[O:22]. Starting materials: BrC=1SC2=C(N1)C=C(C(=C2)OC)C (2-bromo-6-methoxy-5-methylbenzo[d]thiazole), COC1=CC2=C(N=CS2)C=C1C (6-methoxy-5-methylbenzo[d]thiazole), C(C)(C)(C)O[C@H](C(=O)O)C1=C(C2=C(N=CS2)C=C1C)C1=CC=C(C=C1)Cl ((S)-2-tert-butoxy-2-(7-(4-chlorophenyl)-5-methylbenzo[d]thiazol-6-yl)acetic acid), C1(CC1)C=1SC2=C(N1)C=C(C(=C2)OC)C (2-cyclopropyl-6-methoxy-5-methylbenzo[d]thiazole), C1(CC1)B(O)O (cyclopropyl boronic acid). Yields the product C(C)(C)(C)O[C@H](C(=O)O)C1=C(C2=C(N=C(S2)C)C=C1C)C1=CC=C(C=C1)Cl ((S)-2-tert-butoxy-2-(7-(4-chlorophenyl)-2,5-dimethylbenzo[d]thiazol-6-yl)acetic acid). RXN SMILES: Br[C:2]1SC2C=C(OC)C(C)=CC=2N=1.C1(C2SC3C=C(OC)C(C)=CC=3N=2)CC1.C1(B(O)O)CC1.COC1C(C)=CC2N=CSC=2C=1.[C:47]([O:51][C@@H:52]([C:56]1[C:64]([CH3:65])=[CH:63][C:59]2[N:60]=[CH:61][S:62][C:58]=2[C:57]=1[C:66]1[CH:71]=[CH:70][C:69]([Cl:72])=[CH:68][CH:67]=1)[C:53]([OH:55])=[O:54])([CH3:50])([CH3:49])[CH3:48]>>[C:47]([O:51][C@@H:52]([C:56]1[C:64]([CH3:65])=[CH:63][C:59]2[N:60]=[C:61]([CH3:2])[S:62][C:58]=2[C:57]=1[C:66]1[CH:67]=[CH:68][C:69]([Cl:72])=[CH:70][CH:71]=1)[C:53]([OH:55])=[O:54])([CH3:50])([CH3:48])[CH3:49]. Procedure: Compound 7 was synthesized from compound 6A according to the procedure used to prepare compound 6B (except that trimethylboxine was used instead of cyclopropyl boronic acid) followed by the procedures to convert compound 5B to compound 5L as outlined in Example 1. 1H-NMR: 400 MHz, (CD3OD) δ: 7.69 (s, 1H), 7.65-7.51 (m, 4H), 5.22 (s, 1H), 2.76 (s, 3H), 2.57 (s, 3H), 0.94 (s, 9H). LCMS-ESI+: calc'd for C21H18ClNO3: 404.1 (M+H+). Found: 404.1 (M+H+).